From a dataset of the Open Reaction Database (ORD), a public repository of structured organic reaction records. describe an organic reaction: reactants, conditions, products, and yield Reactants: C(C)OC(CNC1=CC(=CC=C1)S(=O)(=O)C)=O ((3-methanesulfonyl-phenylamino)-acetic acid ethyl ester), C=O (paraformaldehyde), C(=C)S(=O)(=O)C1=C(C=CC=C1)C(F)(F)F (1-ethenesulfonyl-2-trifluoromethyl-benzene). Yields the product C(C)OC(=O)C1N(CC(C1)S(=O)(=O)C1=C(C=CC=C1)C(F)(F)F)C1=CC(=CC=C1)S(=O)(=O)C (1-(3-Methanesulfonyl-phenyl)-4-(2-trifluoromethyl-benzenesulfonyl)-pyrrolidine-2-carboxylic acid ethyl ester). As a reaction SMILES: [CH2:1]([O:3][C:4](=[O:17])[CH2:5][NH:6][C:7]1[CH:12]=[CH:11][CH:10]=[C:9]([S:13]([CH3:16])(=[O:15])=[O:14])[CH:8]=1)[CH3:2].[CH2:18]=O.[CH:20]([S:22]([C:25]1[CH:30]=[CH:29][CH:28]=[CH:27][C:26]=1[C:31]([F:34])([F:33])[F:32])(=[O:24])=[O:23])=[CH2:21]>>[CH2:1]([O:3][C:4]([CH:5]1[CH2:18][CH:20]([S:22]([C:25]2[CH:30]=[CH:29][CH:28]=[CH:27][C:26]=2[C:31]([F:32])([F:34])[F:33])(=[O:23])=[O:24])[CH2:21][N:6]1[C:7]1[CH:12]=[CH:11][CH:10]=[C:9]([S:13]([CH3:16])(=[O:15])=[O:14])[CH:8]=1)=[O:17])[CH3:2]. Procedure details: In analogy to the procedure described in example 343d, (3-methanesulfonyl-phenylamino)-acetic acid ethyl ester was reacted with paraformaldehyde and 1-ethenesulfonyl-2-trifluoromethyl-benzene (example 243c) to give the title compound as yellow oil. MS (ESI): m/z=506.1 [M+H]+. The reactants are ClCCl, CO, C=[N+]=[N-], CC(O)=C(C(=O)OC(c1ccccc1)c1ccccc1)N1C(=O)C(NC(=O)C(NC(=O)OC(C)(C)C)c2ccccc2)C1SS(=O)(=O)c1ccc(C)cc1. The product is COC(C)=C(C(=O)OC(c1ccccc1)c1ccccc1)N1C(=O)C(NC(=O)C(NC(=O)OC(C)(C)C)c2ccccc2)C1SS(=O)(=O)c1ccc(C)cc1. RXN SMILES: [CH2:60]([Cl:61])[Cl:62].[CH3:58][OH:59].[N+:55](=[N-:56])=[CH2:57].[c:1]1([CH:7]([c:8]2[cH:9][cH:10][cH:11][cH:12][cH:13]2)[O:14][C:15]([C:16](=[C:17]([CH3:18])[OH:19])[N:20]2[C:21](=[O:53])[CH:22]([NH:35][C:36]([CH:37]([c:38]3[cH:39][cH:40][cH:41][cH:42][cH:43]3)[NH:44][C:45](=[O:46])[O:47][C:48]([CH3:49])([CH3:50])[CH3:51])=[O:52])[CH:23]2[S:24][S:25](=[O:26])(=[O:27])[c:28]2[cH:29][cH:30][c:31]([CH3:34])[cH:32][cH:33]2)=[O:54])[cH:2][cH:3][cH:4][cH:5][cH:6]1>>[c:1]1([CH:7]([c:8]2[cH:9][cH:10][cH:11][cH:12][cH:13]2)[O:14][C:15]([C:16](=[C:17]([CH3:18])[O:19][CH3:57])[N:20]2[C:21](=[O:53])[CH:22]([NH:35][C:36]([CH:37]([c:38]3[cH:39][cH:40][cH:41][cH:42][cH:43]3)[NH:44][C:45](=[O:46])[O:47][C:48]([CH3:49])([CH3:50])[CH3:51])=[O:52])[CH:23]2[S:24][S:25](=[O:26])(=[O:27])[c:28]2[cH:29][cH:30][c:31]([CH3:34])[cH:32][cH:33]2)=[O:54])[cH:2][cH:3][cH:4][cH:5][cH:6]1. Reactants: CC1=CC=C(S1)C(CC)O (1-(5-methylthien-2-yl)propanol), [Cr](=O)(=O)([O-])O[Cr](=O)(=O)[O-].[NH+]1=CC=CC=C1.[NH+]1=CC=CC=C1 (pyridinium dichromate). The solvent is C(Cl)Cl (CH2Cl2). Yields the product CC1=CC=C(S1)CC(C)=O (1-(5-Methylthien-2-yl)propanone). RXN SMILES: [CH3:1][C:2]1[S:6][C:5]([CH:7](O)[CH2:8][CH3:9])=[CH:4][CH:3]=1.[Cr](O[Cr]([O-])(=O)=O)([O-])(=O)=[O:12].[NH+]1C=CC=CC=1.[NH+]1C=CC=CC=1>C(Cl)Cl>[CH3:1][C:2]1[S:6][C:5]([CH2:7][C:8](=[O:12])[CH3:9])=[CH:4][CH:3]=1 |f:1.2.3|. Reported procedure: A solution of 1-(5-methylthien-2-yl)propanol from above (20 mmol) and pyridinium dichromate (9.03 g, 24 mmol) in 100 mL CH2Cl2 was stirred for 18 h. The reaction was then filtered through Celite and the filtrate was concentrated. The resulting residue was purified by chromatography (silica gel, etherhexanes, 1:9) to afford 1.86 g (60% over the two steps) of the desired product. Starting materials: C(C)(C)(C)OC(C=CC1=CC(=C(C=C1)C=CC(C=1C=NC=CC1)=O)F)=O (3-[3-Fluoro-4-(3-oxo-3-pyridin-3-yl-propenyl)-phenyl]-acrylic acid tert-butyl ester). Run in C(Cl)Cl (DCM), C(=O)(C(F)(F)F)O (TFA). Reaction conditions: time 4 hour. Yields the product FC=1C=C(C=CC1C=CC(C=1C=NC=CC1)=O)C=CC(=O)O (3-[3-fluoro-4-(3-oxo-3-pyridin-3-yl-propenyl)-phenyl]-acrylic acid). Yield: 138.0%. As a reaction SMILES: C([O:5][C:6](=[O:26])[CH:7]=[CH:8][C:9]1[CH:14]=[CH:13][C:12]([CH:15]=[CH:16][C:17](=[O:24])[C:18]2[CH:19]=[N:20][CH:21]=[CH:22][CH:23]=2)=[C:11]([F:25])[CH:10]=1)(C)(C)C>C(Cl)Cl.C(O)(C(F)(F)F)=O>[F:25][C:11]1[CH:10]=[C:9]([CH:8]=[CH:7][C:6]([OH:26])=[O:5])[CH:14]=[CH:13][C:12]=1[CH:15]=[CH:16][C:17](=[O:24])[C:18]1[CH:19]=[N:20][CH:21]=[CH:22][CH:23]=1. Procedure details: 3-[3-Fluoro-4-(3-oxo-3-pyridin-3-yl-propenyl)-phenyl]-acrylic acid tert-butyl ester (550 mg, 1.55 mmol) was dissolved in DCM (15 ml) and TFA (5 ml). The resulting solution was stirred at RT for 4 h then the solvent was removed under vacuo giving 636 mg of 3-[3-fluoro-4-(3-oxo-3-pyridin-3-yl-propenyl)-phenyl]-acrylic acid as trifluoro acetate salt. The reactants are CON, Cl, O=C(O)c1cc2ncn(Cc3ccc(F)cc3)c2cn1. The product is CONC(=O)c1cc2ncn(Cc3ccc(F)cc3)c2cn1. RXN SMILES: [CH3:22][O:23][NH2:24].[ClH:21].[F:1][c:2]1[cH:3][cH:4][c:5]([CH2:6][n:7]2[cH:8][n:9][c:10]3[c:11]2[cH:12][n:13][c:14]([C:16](=[O:17])[OH:18])[cH:15]3)[cH:19][cH:20]1>>[F:1][c:2]1[cH:3][cH:4][c:5]([CH2:6][n:7]2[cH:8][n:9][c:10]3[c:11]2[cH:12][n:13][c:14]([C:16](=[O:17])[NH:24][O:23][CH3:22])[cH:15]3)[cH:19][cH:20]1. The reactants are O1[C@H](COCC1)CON1C(C2=CC=CC=C2C1=O)=O ((R)-2-((1,4-dioxan-2-yl)methoxy)isoindoline-1,3-dione), O.NN (Hydrazine hydrate). Solvent: CO.ClCCl (methanol dichloromethane). Reaction conditions: time 2 hour. Yields the product O1[C@H](COCC1)CON ((R)—O-((1,4-dioxan-2-yl)methyl)hydroxylamine). Yield: 55.4%. Reaction SMILES: [O:1]1[CH2:6][CH2:5][O:4][CH2:3][C@@H:2]1[CH2:7][O:8][N:9]1C(=O)C2C(=CC=CC=2)C1=O.O.NN>CO.ClCCl>[O:1]1[CH2:6][CH2:5][O:4][CH2:3][C@@H:2]1[CH2:7][O:8][NH2:9] |f:1.2,3.4|. Procedure details: 2L (4.30 g, 12.4 mmol) was dissolved in 90 mL of methanol/dichloromethane 1/9 ratio. Hydrazine hydrate (1.67 mL, 22.4 mmol) was added and the reaction was stirred at room temperature for 2 h at which time the deprotection was done. The precipitate byproduct was filtered, and the filtrate was concentrated down to an oil and then purified by flash column chromatography, using chloroform/methanol 99/1 ratio to yield (R)—O-((1,4-dioxan-2-yl)methyl)hydroxylamine (2M, 0.915 g, 61.4% yield over 2 steps... Starting materials: CC(C)(C)OC(=O)OC(=O)[O-], Clc1cccc2nccn12, [H-], NCCCCO, [Na+], CN(C)C=O. Product: NCCCCOc1cccc2nccn12. RXN SMILES: [C:19]([O:20][C:21]([O-:22])=[O:23])([O:24][C:25]([CH3:26])([CH3:27])[CH3:28])=[O:29].[Cl:3][c:4]1[cH:5][cH:6][cH:7][c:8]2[n:9]1[cH:10][cH:11][n:12]2.[H-:1].[NH2:13][CH2:14][CH2:15][CH2:16][CH2:17][OH:18].[Na+:2].[O:30]=[CH:31][N:32]([CH3:33])[CH3:34]>>[c:4]1([O:18][CH2:17][CH2:16][CH2:15][CH2:14][NH2:13])[cH:5][cH:6][cH:7][c:8]2[n:9]1[cH:10][cH:11][n:12]2.